The task is: describe an organic reaction: reactants, conditions, products, and yield. This data is from the Open Reaction Database (ORD), a public repository of structured organic reaction records. Procedure: To an ice-cold solution of 5-amino-2-chlorobenzoic acid (9.0 g; 33 mmol) in THF:DMF (200 mL; 1:1) was added TEA (4.0 g; 40 mmol), followed by isobutyl chloroformate (5.4 g; 40 mmol; added dropwise). The mixture was then stirred for another 30 minutes, the white precipitate formed was removed by filtration, the filtrate was cooled to −15° C., and NaBH4 (3.8 g; 100 mmol) and water (20 mL) were added. After 15 minutes, water (200 mL) was added and the solution was stirred at room temperature for 1 ... Reaction SMILES: NC1[CH:3]=[CH:4][C:5]([Cl:11])=[C:6]([CH:10]=1)[C:7]([OH:9])=O.C[N:13]([CH:15]=[O:16])[CH3:14].ClC(O[CH2:21][CH:22]([CH3:24])[CH3:23])=O.[BH4-].[Na+].C1C[O:30]CC1>O>[Cl:11][C:5]1[CH:4]=[CH:3][C:14]([NH:13][C:15]([O:16][C:22]([CH3:24])([CH3:23])[CH3:21])=[O:30])=[CH:10][C:6]=1[CH2:7][OH:9] |f:3.4|. The solvent is O (water), O (water). The yield is 87.0%. The reactants are ice, NC=1C=CC(=C(C(=O)O)C1)Cl (5-amino-2-chlorobenzoic acid), CN(C)C=O (DMF), TEA, C1CCOC1 (THF), ClC(=O)OCC(C)C (isobutyl chloroformate), [BH4-].[Na+] (NaBH4). Conditions: temperature -15 celsius, time 30 minute. The product is ClC1=C(CO)C=C(C=C1)NC(=O)OC(C)(C)C (2-Chloro-5-(Boc-amino)benzyl Alcohol).